describe an organic reaction: reactants, conditions, products, and yield From a dataset of the Open Reaction Database (ORD), a public repository of structured organic reaction records. Yields the product O=C1CCN(C(=O)Nc2ccccc2C(=O)Nc2ccc(Cl)cn2)CC1. The reactants are CCOC(C)=O, O=C(Nc1ccc(Cl)cn1)c1ccccc1NC(=O)N1CCC2(CC1)OCCO2, Cl, C1COCCO1, O. RXN SMILES: [CH3:31][CH2:32][O:33][C:34]([CH3:35])=[O:36].[Cl:1][c:2]1[cH:3][cH:4][c:5]([NH:8][C:9]([c:10]2[c:11]([NH:16][C:17](=[O:18])[N:19]3[CH2:20][CH2:21][C:22]4([O:23][CH2:26][CH2:25][O:24]4)[CH2:27][CH2:28]3)[cH:12][cH:13][cH:14][cH:15]2)=[O:29])[n:6][cH:7]1.[ClH:30].[O:37]1[CH2:38][CH2:39][O:40][CH2:41][CH2:42]1.[OH2:43]>>[Cl:1][c:2]1[cH:3][cH:4][c:5]([NH:8][C:9]([c:10]2[c:11]([NH:16][C:17](=[O:18])[N:19]3[CH2:20][CH2:21][C:22](=[O:23])[CH2:27][CH2:28]3)[cH:12][cH:13][cH:14][cH:15]2)=[O:29])[n:6][cH:7]1.